Dataset: the Open Reaction Database (ORD), a public repository of structured organic reaction records. Task: describe an organic reaction: reactants, conditions, products, and yield The product is O=C1OC[C@H](N1C1=CC=C(C(=O)OCC)C=C1)C1=CC=CC=C1 (ethyl (R)-4-(2-oxo-4-phenyloxazolidin-3-yl)benzoate). Procedure details: By reaction and treatment in the same manner as in Preparation Example 12 and using ethyl 4-iodobenzoate (1.7 mL) and (R)-(−)-4-phenyloxazolidin-2-one (2 g), the title compound (4 g) was obtained. As a reaction SMILES: I[C:2]1[CH:12]=[CH:11][C:5]([C:6]([O:8][CH2:9][CH3:10])=[O:7])=[CH:4][CH:3]=1.[C:13]1([C@@H:19]2[CH2:23][O:22][C:21](=[O:24])[NH:20]2)[CH:18]=[CH:17][CH:16]=[CH:15][CH:14]=1>>[O:24]=[C:21]1[N:20]([C:2]2[CH:12]=[CH:11][C:5]([C:6]([O:8][CH2:9][CH3:10])=[O:7])=[CH:4][CH:3]=2)[C@H:19]([C:13]2[CH:18]=[CH:17][CH:16]=[CH:15][CH:14]=2)[CH2:23][O:22]1. Starting materials: IC1=CC=C(C(=O)OCC)C=C1 (ethyl 4-iodobenzoate), C1(=CC=CC=C1)[C@H]1NC(OC1)=O ((R)-(−)-4-phenyloxazolidin-2-one).